From a dataset of the Open Reaction Database (ORD), a public repository of structured organic reaction records. describe an organic reaction: reactants, conditions, products, and yield Starting materials: N1=CC(=CC=C1)S(=O)(=O)Cl (3-pyridylsulfonyl chloride), Cl.BrC1=CC=C(CN)C=C1 (4-bromobenzylamine hydrochloride). The product is BrC1=CC=C(CNS(=O)(=O)C=2C=NC=CC2)C=C1 (N-(4-Bromobenzyl)pyridin-3-ylsulfonamide). Isolated yield 83.7%. RXN SMILES: [N:1]1[CH:6]=[CH:5][CH:4]=[C:3]([S:7](Cl)(=[O:9])=[O:8])[CH:2]=1.Cl.[Br:12][C:13]1[CH:20]=[CH:19][C:16]([CH2:17][NH2:18])=[CH:15][CH:14]=1>>[Br:12][C:13]1[CH:20]=[CH:19][C:16]([CH2:17][NH:18][S:7]([C:3]2[CH:2]=[N:1][CH:6]=[CH:5][CH:4]=2)(=[O:9])=[O:8])=[CH:15][CH:14]=1 |f:1.2|. Procedure details: Reaction and post-treatment were carried out in the same manner as in Reference Example 2-(d) except for using 3-pyridylsulfonyl chloride (300 mg, 1.69 mmol), and using 4-bromobenzylamine hydrochloride (342 mg, 1.54 mmol) in place of (6-phenylpyridazin-3-ylmethyl)amine hydrochloride to afford the title compound (422 mg) as a white solid. (Yield: 84%)